From a dataset of the Open Reaction Database (ORD), a public repository of structured organic reaction records. describe an organic reaction: reactants, conditions, products, and yield Reactants: NC=1C=CC2=C(N(C(CCC2(C)C)=O)CC)C1 (8-Amino-1-ethyl-5,5-dimethyl-1,3,4,5-tetrahydro-benzo[b]azepin-2-one), ClC1=NC=C(C(=N1)NC1=C(C=CC=C1S(=O)(=O)C)F)Cl ((2,5-Dichloro-pyrimidin-4-yl)-(2-fluoro-6-methanesulfonyl-phenyl)-amine). The product is ClC=1C(=NC(=NC1)NC1=CC2=C(C(CCC(N2CC)=O)(C)C)C=C1)NC1=C(C=CC=C1S(=O)(=O)C)F (8-[5-Chloro-4-(2-fluoro-6-methanesulfonyl-phenylamino)-pyrimidin-2-ylamino]-1-ethyl-5,5-dimethyl-1,3,4,5-tetrahydro-1-benzazepin-2-one), solid. Isolated yield 22.0%. RXN SMILES: [NH2:1][C:2]1[CH:3]=[CH:4][C:5]2[C:11]([CH3:13])([CH3:12])[CH2:10][CH2:9][C:8](=[O:14])[N:7]([CH2:15][CH3:16])[C:6]=2[CH:17]=1.Cl[C:19]1[N:24]=[C:23]([NH:25][C:26]2[C:31]([S:32]([CH3:35])(=[O:34])=[O:33])=[CH:30][CH:29]=[CH:28][C:27]=2[F:36])[C:22]([Cl:37])=[CH:21][N:20]=1>>[Cl:37][C:22]1[C:23]([NH:25][C:26]2[C:31]([S:32]([CH3:35])(=[O:34])=[O:33])=[CH:30][CH:29]=[CH:28][C:27]=2[F:36])=[N:24][C:19]([NH:1][C:2]2[CH:3]=[CH:4][C:5]3[C:11]([CH3:12])([CH3:13])[CH2:10][CH2:9][C:8](=[O:14])[N:7]([CH2:15][CH3:16])[C:6]=3[CH:17]=2)=[N:20][CH:21]=1. Reported procedure: Title compound was prepared from 8-Amino-1-ethyl-5,5-dimethyl-1,3,4,5-tetrahydro-benzo[b]azepin-2-one and (2,5-Dichloro-pyrimidin-4-yl)-(2-fluoro-6-methanesulfonyl-phenyl)-amine in an analogous manner to Example 1221d. Product isolated as a white solid (32 mg, 22%). MP=217-218, LCMS: 534.09 (M+H), 1H-NMR (CDCl3, 400 MHz) 6 (8.18 (s, 1H), 7.97 (s, 1H), 7.89 (d, J=7.6 Hz, 1H), 7.55-7.46 (m, 4H), 7.21 (d, J=8.6 Hz, 1H), 7.13 (d, J=8.4 Hz, 1H), 3.75-3.73 (m, 2H), 2.99 (s, 3H), 2.29-2.26 (m, 2H), 2.1...